Dataset: the Open Reaction Database (ORD), a public repository of structured organic reaction records. Task: describe an organic reaction: reactants, conditions, products, and yield The reactants are FC=1C=CC(=NC1)OC(C(=O)OCC1=CC=CC=C1)C (benzyl 2-(5-fluoro-2-pyridyloxy)propionate), CI (methyl iodide), C[Si]([N-][Si](C)(C)C)(C)C.[K+] (potassium hexamethyldisilazide). The solvent is C1CCOC1 (THF). Product: FC=1C=CC(=NC1)OC(C(=O)OCC1=CC=CC=C1)(C)C (Benzyl 2-(5-Fluoro-2-pyridyloxy)-2-methylpropionate). As a reaction SMILES: [F:1][C:2]1[CH:3]=[CH:4][C:5]([O:8][CH:9]([CH3:20])[C:10]([O:12][CH2:13][C:14]2[CH:19]=[CH:18][CH:17]=[CH:16][CH:15]=2)=[O:11])=[N:6][CH:7]=1.CI.[CH3:23][Si](C)(C)[N-][Si](C)(C)C.[K+]>C1COCC1>[F:1][C:2]1[CH:3]=[CH:4][C:5]([O:8][C:9]([CH3:23])([CH3:20])[C:10]([O:12][CH2:13][C:14]2[CH:15]=[CH:16][CH:17]=[CH:18][CH:19]=2)=[O:11])=[N:6][CH:7]=1 |f:2.3|. Reported procedure: To a solution of benzyl 2-(5-fluoro-2-pyridyloxy)propionate (2.9 g, 10 mmol) and methyl iodide (3.3 mL, 53 mmol) in 40 mL of anhydrous THF at −78° C. was added potassium hexamethyldisilazide (0.5 M in toluene, 32 mL, 16 mmol). The reaction was allowed to warm to room temperature over 3 h and was partitioned between saturated ammonium chloride (150 mL) and EtOAc (150 mL). The organic layer was separated and the aqueous layer extracted with EtOAc (2×50 mL). The combined organic extracts were dried... The reactants are O=C(O)COC(c1ccccc1)(c1ccccc1)c1ccccc1, C=CCOC(=O)c1c(C)c(OC)cc(O[Si](C)(C)C(C)(C)C(C)C)c1CSCC(N)c1nc(C)no1, CCN=C=NCCCN(C)C, CC#N, CCOC(C)=O, Cl. Yields the product C=CCOC(=O)c1c(C)c(OC)cc(O[Si](C)(C)C(C)(C)C(C)C)c1CSCC(NC(=O)COC(c1ccccc1)(c1ccccc1)c1ccccc1)c1nc(C)no1. As a reaction SMILES: [C:37]([c:38]1[cH:39][cH:40][cH:41][cH:42][cH:43]1)([c:44]1[cH:45][cH:46][cH:47][cH:48][cH:49]1)([c:50]1[cH:51][cH:52][cH:53][cH:54][cH:55]1)[O:56][CH2:57][C:58](=[O:59])[OH:60].[CH2:1]([CH:2]=[CH2:3])[O:4][C:5]([c:6]1[c:7]([CH2:25][S:26][CH2:27][CH:28]([c:29]2[n:30][c:31]([CH3:34])[n:32][o:33]2)[NH2:35])[c:8]([O:15][Si:16]([C:17]([CH:18]([CH3:19])[CH3:20])([CH3:21])[CH3:22])([CH3:23])[CH3:24])[cH:9][c:10]([O:13][CH3:14])[c:11]1[CH3:12])=[O:36].[CH3:62][N:63]([CH2:64][CH2:65][CH2:66][N:67]=[C:68]=[N:69][CH2:70][CH3:71])[CH3:72].[CH3:73][C:74]#[N:75].[CH3:76][CH2:77][O:78][C:79](=[O:80])[CH3:81].[ClH:61]>>[CH2:1]([CH:2]=[CH2:3])[O:4][C:5]([c:6]1[c:7]([CH2:25][S:26][CH2:27][CH:28]([c:29]2[n:30][c:31]([CH3:34])[n:32][o:33]2)[NH:35][C:58]([CH2:57][O:56][C:37]([c:38]2[cH:39][cH:40][cH:41][cH:42][cH:43]2)([c:44]2[cH:45][cH:46][cH:47][cH:48][cH:49]2)[c:50]2[cH:51][cH:52][cH:53][cH:54][cH:55]2)=[O:59])[c:8]([O:15][Si:16]([C:17]([CH:18]([CH3:19])[CH3:20])([CH3:21])[CH3:22])([CH3:23])[CH3:24])[cH:9][c:10]([O:13][CH3:14])[c:11]1[CH3:12])=[O:36].